This data is from the Open Reaction Database (ORD), a public repository of structured organic reaction records. The task is: describe an organic reaction: reactants, conditions, products, and yield Reactants: C(C1=CC=CC=C1)(=O)Cl (benzoyl chloride), C(C1=CC=CC=C1)(=O)Cl (benzoyl chloride), FC1=CC=C(C=C1)C=1N=C2SCCN2C1 (6-(4-Fluorophenyl)-2,3-dihydroimidazo[2,1-b]thiazole), N1=CC=CC=C1 (pyridine), ice water. Run in C(Cl)Cl (methylene chloride), C(Cl)Cl (methylene chloride). Reaction conditions: time 15 minute. The product is C1(=CC=CC=C1)C(=O)N1C=CC(C=C1)C1=C(N=C2SCCN21)C2=CC=C(C=C2)F (5-(N-phenylcarbonyl-1,4-dihydro-4-pyridyl)6-(4-fluorophenyl)-2,3-dihydroimidazo-[2,1-b]thiazole). Isolated yield 81.2%. As a reaction SMILES: [F:1][C:2]1[CH:7]=[CH:6][C:5]([C:8]2[N:9]=[C:10]3[N:14]([CH:15]=2)[CH2:13][CH2:12][S:11]3)=[CH:4][CH:3]=1.[N:16]1[CH:21]=[CH:20][CH:19]=[CH:18][CH:17]=1.[C:22](Cl)(=[O:29])[C:23]1[CH:28]=[CH:27][CH:26]=[CH:25][CH:24]=1>C(Cl)Cl>[C:23]1([C:22]([N:16]2[CH:21]=[CH:20][CH:19]([C:15]3[N:14]4[C:10]([S:11][CH2:12][CH2:13]4)=[N:9][C:8]=3[C:5]3[CH:4]=[CH:3][C:2]([F:1])=[CH:7][CH:6]=3)[CH:18]=[CH:17]2)=[O:29])[CH:28]=[CH:27][CH:26]=[CH:25][CH:24]=1. Procedure: 6-(4-Fluorophenyl)-2,3-dihydroimidazo[2,1-b]thiazole (45.0 g, 0.204 mol) and 55 ml (0.68 mol) of pyridine were dissolved in 500 ml of methylene chloride To this cooled (ice-water bath) solution (10°) was added 91.3 g (0.65 mol) of benzoyl chloride in 100 ml of methylene chloride under a nitrogen atmosphere. During the addition, the reaction pot temperature was not allowed to rise past 10°. After the addition, the desired product precipitated from solution. The addition of the benzoyl chloride so... Reactants: ClCCl, COC(=O)c1c(C)c(C)cc([N+](=O)[O-])c1N. Product: COC(=O)c1c(C)c(C)cc(N)c1N. Reaction SMILES: [Cl:17][CH2:18][Cl:19].[NH2:1][c:2]1[c:3]([C:4](=[O:5])[O:6][CH3:7])[c:8]([CH3:16])[c:9]([CH3:15])[cH:10][c:11]1[N+:12]([O-:13])=[O:14]>>[NH2:1][c:2]1[c:3]([C:4](=[O:5])[O:6][CH3:7])[c:8]([CH3:16])[c:9]([CH3:15])[cH:10][c:11]1[NH2:12]. Starting materials: C(=O)(OCC)C(CCC1=CC=CC=C1)NCC(=O)N1CC2(CCSC2)C[C@H]1C(=O)O (7-[N-(1-carboethoxy-3-phenylpropyl)glycyl]-2-thia-7-azaspiro[4.4]nonane-8(S)-carboxylic acid), [OH-].[Na+] (sodium hydroxide). Yields the product C(=O)(O)C(CCC1=CC=CC=C1)NCC(=O)N1CC2(CCSC2)C[C@H]1C(=O)O (7-[N-(1-Carboxy-3-phenylpropyl)glycyl]-2-thia-7-azaspiro[4.4]nonane-8(S)-carboxylic acid). RXN SMILES: [C:1]([CH:6]([NH:15][CH2:16][C:17]([N:19]1[C@H:27]([C:28]([OH:30])=[O:29])[CH2:26][C:21]2([CH2:25][S:24][CH2:23][CH2:22]2)[CH2:20]1)=[O:18])[CH2:7][CH2:8][C:9]1[CH:14]=[CH:13][CH:12]=[CH:11][CH:10]=1)([O:3]CC)=[O:2].[OH-].[Na+]>>[C:1]([CH:6]([NH:15][CH2:16][C:17]([N:19]1[C@H:27]([C:28]([OH:30])=[O:29])[CH2:26][C:21]2([CH2:25][S:24][CH2:23][CH2:22]2)[CH2:20]1)=[O:18])[CH2:7][CH2:8][C:9]1[CH:14]=[CH:13][CH:12]=[CH:11][CH:10]=1)([OH:3])=[O:2] |f:1.2|. Procedure details: As described in Example 48, hydrolyse 7-[N-(1-carboethoxy-3-phenylpropyl)glycyl]-2-thia-7-azaspiro[4.4]nonane-8(S)-carboxylic acid (prepared as described in Example 58 with sodium hydroxide to give the title compound. Reactants: OC1=CC=C(C=C1)SCC1=CC(=C(C(=C1)OC)OC)OC (3,4,5-Trimethoxybenzyl 4-hydroxyphenyl thioether), O (water). Run in C(Cl)Cl (methylene chloride), C(Cl)Cl (methylene chloride). Reaction conditions: temperature -78 celsius, time 2 hour. Product: OC1=CC=C(C=C1)SCC1=CC(=C(C(=C1)OC)O)O (3,4-Dihydroxy-5-methoxybenzyl 4-hydroxyphenyl thioether). Yield: 77.0%. Reaction SMILES: [OH:1][C:2]1[CH:7]=[CH:6][C:5]([S:8][CH2:9][C:10]2[CH:15]=[C:14]([O:16]C)[C:13]([O:18]C)=[C:12]([O:20][CH3:21])[CH:11]=2)=[CH:4][CH:3]=1.O>C(Cl)Cl>[OH:1][C:2]1[CH:3]=[CH:4][C:5]([S:8][CH2:9][C:10]2[CH:11]=[C:12]([O:20][CH3:21])[C:13]([OH:18])=[C:14]([OH:16])[CH:15]=2)=[CH:6][CH:7]=1. Reported procedure: 3,4,5-Trimethoxybenzyl 4-hydroxyphenyl thioether (3g, 9.8 mmol) prepared as described in Example 1 was dissolved in 60 ml of dry methylene chloride, and cooled to -78° C. Then 2.8 ml (29.5 mmol) of borontribromide in 10 ml of methylene chloride was added dropwise to the above solution. After stirring for 2 hr, the solution was warmed to room temperature, and stirred for another 2 hr (monitored by TLC). Then, the reaction mixture was cooled to 0° C., and added dropwise 50 ml of water. The methyle... The reactants are CS(=O)(=O)OCCC=1SC=CC1 (2-Thiophen-2-ylethyl methanesulfonate), CS(=O)(=O)OCCC=1SC=CC1 (2-(thiophen-2-yl)ethyl methanesulfonate), C([O-])([O-])=O.[Cs+].[Cs+] (cesium carbonate), N1C(=NC2=C1C=CC=C2)C(=O)N([C@@H]2CN(C[C@@H](C2)C(=O)N2CCOCC2)C(=O)OC(C)(C)C)CC(C)C (tert-Butyl (3S,5R)-3-{(1H-benzimidazol-2-ylcarbonyl)(2-methylpropyl)amino}-5-(morpholin-4-ylcarbonyl)piperidine-1-carboxylate). Run in CN(C=O)C (dimethylformamide). Run at temperature 65 celsius, time 30 minute. The product is CC(CN([C@@H]1CN(C[C@@H](C1)C(=O)N1CCOCC1)C(=O)OC(C)(C)C)C(=O)C1=NC2=C(N1CCC=1SC=CC1)C=CC=C2)C (tert-butyl (3S,5R)-3-{(2-methylpropyl){{1-(2-(thiophen-2-yl)ethyl)-1H-benzimidazol-2-yl}carbonyl}amino}-5-(morpholin-4-ylcarbonyl)piperidine-1-carboxylate). Isolated yield 85.6%. RXN SMILES: [NH:1]1[C:5]2[CH:6]=[CH:7][CH:8]=[CH:9][C:4]=2[N:3]=[C:2]1[C:10]([N:12]([CH2:34][CH:35]([CH3:37])[CH3:36])[C@H:13]1[CH2:18][C@@H:17]([C:19]([N:21]2[CH2:26][CH2:25][O:24][CH2:23][CH2:22]2)=[O:20])[CH2:16][N:15]([C:27]([O:29][C:30]([CH3:33])([CH3:32])[CH3:31])=[O:28])[CH2:14]1)=[O:11].CS(O[CH2:43][CH2:44][C:45]1[S:46][CH:47]=[CH:48][CH:49]=1)(=O)=O.C(=O)([O-])[O-].[Cs+].[Cs+]>CN(C)C=O>[CH3:36][CH:35]([CH3:37])[CH2:34][N:12]([C:10]([C:2]1[N:3]([CH2:43][CH2:44][C:45]2[S:46][CH:47]=[CH:48][CH:49]=2)[C:4]2[CH:9]=[CH:8][CH:7]=[CH:6][C:5]=2[N:1]=1)=[O:11])[C@H:13]1[CH2:18][C@@H:17]([C:19]([N:21]2[CH2:22][CH2:23][O:24][CH2:25][CH2:26]2)=[O:20])[CH2:16][N:15]([C:27]([O:29][C:30]([CH3:31])([CH3:32])[CH3:33])=[O:28])[CH2:14]1 |f:2.3.4|. Procedure: tert-Butyl (3S,5R)-3-{(1H-benzimidazol-2-ylcarbonyl)(2-methylpropyl)amino}-5-(morpholin-4-ylcarbonyl)piperidine-1-carboxylate (150 mg) was dissolved in dimethylformamide (10 ml), 2-(thiophen-2-yl)ethyl methanesulfonate (90 mg) and cesium carbonate (190 mg) were added and the mixture was stirred at 65° C. for 30 min. 2-Thiophen-2-ylethyl methanesulfonate (90 mg) was added, and the mixture was further stirred for 1 hr. The reaction mixture was concentrated under reduced pressure, diluted with wate...